This data is from the Open Reaction Database (ORD), a public repository of structured organic reaction records. The task is: describe an organic reaction: reactants, conditions, products, and yield Product: O=c1[nH]c2ccc(Br)cc2c2cc[nH]c12, CCC(=O)O. RXN SMILES: [Br:1][N:2]1[C:3](=[O:4])[CH2:5][CH2:6][C:7]1=[O:8].[CH2:9]([CH3:10])[C:11](=[O:12])[OH:13].[CH3:28][N:29]([CH3:30])[CH:31]=[O:32].[CH3:33][CH2:34][O:35][C:36](=[O:37])[CH3:38].[O:14]=[c:15]1[nH:16][c:17]2[cH:18][cH:19][cH:20][cH:21][c:22]2[c:23]2[c:24]1[nH:25][cH:26][cH:27]2>>[Br:1][c:20]1[cH:19][cH:18][c:17]2[nH:16][c:15](=[O:14])[c:24]3[c:23]([c:22]2[cH:21]1)[cH:27][cH:26][nH:25]3.[CH2:9]([CH3:10])[C:11](=[O:12])[OH:13]. The reactants are O=C1CCC(=O)N1Br, CCC(=O)O, CN(C)C=O, CCOC(C)=O, O=c1[nH]c2ccccc2c2cc[nH]c12. Reactants: COC(CCCCCOC1=C(C(=C(C=C1)C(C)=O)O)CCC)=O (6-(4-acetyl-3-hydroxy-2-propylphenoxy)hexanoic acid methyl ester), S(C)(=O)(=O)OCCOCCOS(C)(=O)=O (diethyleneglycol dimesylate), C([O-])([O-])=O.[K+].[K+] (potassium carbonate). Run in CC(=O)C (acetone), CN(C=O)C (dimethylformamide). Product: COC(CCCCCOC1=C(C(=C(C=C1)C(C)=O)OCCOCCOS(=O)(=O)C)CCC)=O (6-[4-acetyl-3-[2-[2-[(methylsulfonyl)oxy]ethoxy]ethoxy]-2-propylphenoxy]hexanoic acid methyl ester). The yield is 81.9%. RXN SMILES: [CH3:1][O:2][C:3](=[O:23])[CH2:4][CH2:5][CH2:6][CH2:7][CH2:8][O:9][C:10]1[CH:15]=[CH:14][C:13]([C:16](=[O:18])[CH3:17])=[C:12]([OH:19])[C:11]=1[CH2:20][CH2:21][CH3:22].[S:24]([O:28][CH2:29][CH2:30][O:31][CH2:32][CH2:33]OS(=O)(=O)C)(=[O:27])(=[O:26])[CH3:25].C(=O)([O-])[O-].[K+].[K+]>CC(C)=O.CN(C)C=O>[CH3:1][O:2][C:3](=[O:23])[CH2:4][CH2:5][CH2:6][CH2:7][CH2:8][O:9][C:10]1[CH:15]=[CH:14][C:13]([C:16](=[O:18])[CH3:17])=[C:12]([O:19][CH2:33][CH2:32][O:31][CH2:30][CH2:29][O:28][S:24]([CH3:25])(=[O:27])=[O:26])[C:11]=1[CH2:20][CH2:21][CH3:22] |f:2.3.4|. Reported procedure: A mixture of 4.0 g (0.012 mole) of 6-(4-acetyl-3-hydroxy-2-propylphenoxy)hexanoic acid methyl ester, 16.3 g (0.062 mole) of diethyleneglycol dimesylate and 3.4 g (0.024 mole) of anhydrous potassium carbonate in 90 ml of anhydrous acetone and 4 ml of anhydrous dimethylformamide was stirred at reflux for 22 hours. The solvents were removed in vacuo and the residue was treated with 100 ml of 50% ethyl acetate-hexane. Some of the residual starting dimesylate was insoluble and was removed by filtrati... Reaction SMILES: [OH:1][CH:2]1[CH2:5][N:4]([C:6]([N:8]2[CH2:13][CH:12]([C:14]3[CH:19]=[CH:18][C:17]([C:20]([F:23])([F:22])[F:21])=[CH:16][CH:15]=3)[CH2:11][CH:10]([C:24]([OH:26])=O)[CH2:9]2)=[O:7])[CH2:3]1.[F:27][C:28]1[CH:33]=[CH:32][C:31]([C:34](=[N:36]O)[NH2:35])=[CH:30][CH:29]=1>>[F:27][C:28]1[CH:33]=[CH:32][C:31]([C:34]2[N:36]=[C:24]([CH:10]3[CH2:11][CH:12]([C:14]4[CH:19]=[CH:18][C:17]([C:20]([F:22])([F:23])[F:21])=[CH:16][CH:15]=4)[CH2:13][N:8]([C:6]([N:4]4[CH2:5][CH:2]([OH:1])[CH2:3]4)=[O:7])[CH2:9]3)[O:26][N:35]=2)=[CH:30][CH:29]=1. Yields the product FC1=CC=C(C=C1)C1=NOC(=N1)C1CN(CC(C1)C1=CC=C(C=C1)C(F)(F)F)C(=O)N1CC(C1)O ({3-[3-(4-Fluorophenyl)-1,2,4-oxadiazol-5-yl]-5-[4-(trifluoromethyl)phenyl]piperidin-1-yl}(3-hydroxyazetidin-1-yl)methanone). Starting materials: OC1CN(C1)C(=O)N1CC(CC(C1)C1=CC=C(C=C1)C(F)(F)F)C(=O)O (1-[(3-Hydroxyazetidin-1-yl)carbonyl]-5-[4-(trifluoromethyl)phenyl]piperidine-3-carboxylic acid), FC1=CC=C(C=C1)C(N)=NO (4-fluoro-N′-hydroxybenzenecarboximidamide). Reported procedure: 90.0 mg (0.242 mmol) of 1-[(3-hydroxyazetidin-1-yl)carbonyl]-5-[4-(trifluoromethyl)phenyl]piperidine-3-carboxylic acid (Example 101A) and 41.0 mg (0.266 mmol) of 4-fluoro-N′-hydroxybenzenecarboximidamide were reacted according to the General Method 1. Yield: 52.1 mg (42% of theory).